This data is from the Open Reaction Database (ORD), a public repository of structured organic reaction records. The task is: describe an organic reaction: reactants, conditions, products, and yield The reactants are CO, N, COC(=O)c1nccn(C2C=CC(CO)C2)c1=O. The product is NC(=O)c1nccn(C2C=CC(CO)C2)c1=O. RXN SMILES: [CH3:20][OH:21].[NH3:19].[OH:1][CH2:2][CH:3]1[CH:4]=[CH:5][CH:6]([n:8]2[c:9](=[O:18])[c:10]([C:14](=[O:15])[O:16][CH3:17])[n:11][cH:12][cH:13]2)[CH2:7]1>>[OH:1][CH2:2][CH:3]1[CH:4]=[CH:5][CH:6]([n:8]2[c:9](=[O:18])[c:10]([C:14](=[O:15])[NH2:19])[n:11][cH:12][cH:13]2)[CH2:7]1. Starting materials: C(C1=CC=CC=C1)Cl (benzyl chloride), [H-].[Na+] (Sodium hydride), oil, ClC1=CC(=C(C=C1)O)[N+](=O)[O-] (4-chloro-2-nitrophenol). The solvent is CN(C=O)C (dimethylformamide), O (water). Run at time 15 minute. The product is C(C1=CC=CC=C1)OC1=C(C=C(C=C1)Cl)[N+](=O)[O-] (2-Benzyloxy-5-chloronitrobenzene). RXN SMILES: [H-].[Na+].[Cl:3][C:4]1[CH:9]=[CH:8][C:7]([OH:10])=[C:6]([N+:11]([O-:13])=[O:12])[CH:5]=1.[CH2:14](Cl)[C:15]1[CH:20]=[CH:19][CH:18]=[CH:17][CH:16]=1>CN(C)C=O.O>[CH2:14]([O:10][C:7]1[CH:8]=[CH:9][C:4]([Cl:3])=[CH:5][C:6]=1[N+:11]([O-:13])=[O:12])[C:15]1[CH:20]=[CH:19][CH:18]=[CH:17][CH:16]=1 |f:0.1|. Reported procedure: 60% Sodium hydride dispersion in oil (4.4 g, 0.11 mol) was added in portions over 15 minutes to a stirred solution of 4-chloro-2-nitrophenol (17.4 g, 0.10 mol) in dimethylformamide (200 ml) at 0°-5° C. The mixture was stirred for 15 minutes then benzyl chloride (12.7 g, 0.10 mol) was added dropwise over 5 minutes. The mixture was stirred for 5 days at room temperature, diluted with water and extracted with ether. The extract was washed three times with water, dried and evaporated and the residue...